The task is: describe an organic reaction: reactants, conditions, products, and yield. This data is from the Open Reaction Database (ORD), a public repository of structured organic reaction records. The reactants are C=COC(=O)N1CCC2(c3cccc(OCc4ccccc4)c3)Cc3nc4ccccc4cc3CC2C1, CO, Cl, O. The product is c1ccc(COc2cccc(C34CCNCC3Cc3cc5ccccc5nc3C4)c2)cc1. RXN SMILES: [CH2:1]([c:2]1[cH:3][cH:4][cH:5][cH:6][cH:7]1)[O:8][c:9]1[cH:10][c:11]([C:15]23[CH2:16][CH2:17][N:18]([C:33]([O:34][CH:35]=[CH2:36])=[O:37])[CH2:19][CH:20]2[CH2:21][c:22]2[c:23]([n:25][c:26]4[cH:27][cH:28][cH:29][cH:30][c:31]4[cH:32]2)[CH2:24]3)[cH:12][cH:13][cH:14]1.[CH3:39][OH:40].[ClH:41].[OH2:38]>>[CH2:1]([c:2]1[cH:3][cH:4][cH:5][cH:6][cH:7]1)[O:8][c:9]1[cH:10][c:11]([C:15]23[CH2:16][CH2:17][NH:18][CH2:19][CH:20]2[CH2:21][c:22]2[c:23]([n:25][c:26]4[cH:27][cH:28][cH:29][cH:30][c:31]4[cH:32]2)[CH2:24]3)[cH:12][cH:13][cH:14]1.